The task is: describe an organic reaction: reactants, conditions, products, and yield. This data is from the Open Reaction Database (ORD), a public repository of structured organic reaction records. The reactants are Brc1ccc2cnccc2c1, CC(=O)OO, CC(=O)O, O, OO. The product is [O-][n+]1ccc2cc(Br)ccc2c1. As a reaction SMILES: [Br:12][c:13]1[cH:14][c:15]2[cH:16][cH:17][n:18][cH:19][c:20]2[cH:21][cH:22]1.[C:7]([O:8][OH:9])(=[O:10])[CH3:11].[CH3:1][C:2]([OH:3])=[O:4].[OH2:23].[OH:5][OH:6]>>[O-:3][n+:18]1[cH:17][cH:16][c:15]2[cH:14][c:13]([Br:12])[cH:22][cH:21][c:20]2[cH:19]1. The product is N1(CCCCC1)CC1C(CCC2C=3CC=CCC3CC12)CO (1,2,3,4,4a,5,8,9a-Octahydro-1-(piperidinomethyl)fluorene-2-methanol). Procedure details: A solution of 16.3 g of crude 1,2,3,4-tetrahydro-1-(piperidinomethyl)fluorene-2-methanol, in the form of the free base, dissolved in 300 ml of ether is added to 1.5 liter of liquid ammonia. An amount of 8.4 g (1.2 moles) of lithium ribbon is added over 1.5 hr. and then 150 ml of abs. ethanol added over 60 minutes; the ammonia is evaporated and the residue cooled and partitioned between 400 ml of water and 300 ml of ether. The aqueous layer is washed with 2 × 250 ml of ether, and then the extract... Run in CCOCC (ether). The yield is 79.2%. Reactants: [Li] (lithium), N1(CCCCC1)CC1C(CCC=2C3=CC=CC=C3CC12)CO (1,2,3,4-tetrahydro-1-(piperidinomethyl)fluorene-2-methanol), liquid, N (ammonia), C(C)O (ethanol). RXN SMILES: [N:1]1([CH2:7][CH:8]2[C:20]3[CH2:19][C:18]4[C:13](=[CH:14][CH:15]=[CH:16][CH:17]=4)[C:12]=3[CH2:11][CH2:10][CH:9]2[CH2:21][OH:22])[CH2:6][CH2:5][CH2:4][CH2:3][CH2:2]1.N.[Li].C(O)C>CCOCC>[N:1]1([CH2:7][CH:8]2[CH:20]3[CH:12]([C:13]4[CH2:14][CH:15]=[CH:16][CH2:17][C:18]=4[CH2:19]3)[CH2:11][CH2:10][CH:9]2[CH2:21][OH:22])[CH2:6][CH2:5][CH2:4][CH2:3][CH2:2]1 |^1:23|. Reactants: CNN (methylhydrazine), ClC1=CC(=C(C=C1C)C(CC(=O)OCC)=O)F (ethyl 3-(4-chloro-2-fluoro-5-methylphenyl)-3-oxopropionate), O (water). Run in C(COCCO)O (diethylene glycol). Conditions: time 6 hour. Product: ClC1=CC(=C(C=C1C)C1=CC(N(N1)C)=O)F (5-(4-Chloro-2-fluoro-5-methylphenyl)-1,2-dihydro-2-methyl-3H-pyrazol-3-one). As a reaction SMILES: [CH3:1][NH:2][NH2:3].[Cl:4][C:5]1[C:10]([CH3:11])=[CH:9][C:8]([C:12](=O)[CH2:13][C:14](OCC)=[O:15])=[C:7]([F:20])[CH:6]=1.O>C(O)COCCO>[Cl:4][C:5]1[C:10]([CH3:11])=[CH:9][C:8]([C:12]2[NH:3][N:2]([CH3:1])[C:14](=[O:15])[CH:13]=2)=[C:7]([F:20])[CH:6]=1. Procedure details: 34.7 g (0.75 mol) of methylhydrazine were added to a solution of 177 g (0.68 mol) of ethyl 3-(4-chloro-2-fluoro-5-methylphenyl)-3-oxopropionate in 500 ml of diethylene glycol. After 6 hours at 100° C., the mixture was poured into 4 l of water. The solids were subsequently removed and dried. Yield: 133 g; m.p.: 155-156° C. Starting materials: CO, [K+], [C-]#[N+]CC(=O)N1CCOCC1, [OH-], O=Cc1cccnc1. The product is O=C(C1N=COC1c1cccnc1)N1CCOCC1. As a reaction SMILES: [CH3:22][OH:23].[K+:10].[N+:11](#[C-:12])[CH2:13][C:14](=[O:15])[N:16]1[CH2:17][CH2:18][O:19][CH2:20][CH2:21]1.[OH-:9].[n:1]1[cH:2][c:3]([CH:7]=[O:8])[cH:4][cH:5][cH:6]1>>[n:1]1[cH:2][c:3]([CH:7]2[O:8][CH:12]=[N:11][CH:13]2[C:14](=[O:15])[N:16]2[CH2:17][CH2:18][O:19][CH2:20][CH2:21]2)[cH:4][cH:5][cH:6]1. Reactants: O=C([O-])O, CC(C)C(C)(O)c1cccc(CN(C)CC=CC#CC(C)(C)C)c1, [Na+], O=P(Cl)(Cl)Cl, c1ccncc1. Product: C=C(c1cccc(CN(C)CC=CC#CC(C)(C)C)c1)C(C)C. RXN SMILES: [C:30](=[O:31])([OH:32])[O-:33].[CH3:1][C:2]([C:3]#[C:4][CH:5]=[CH:6][CH2:7][N:8]([CH3:9])[CH2:10][c:11]1[cH:12][c:13]([C:17]([CH3:18])([CH:19]([CH3:20])[CH3:21])[OH:22])[cH:14][cH:15][cH:16]1)([CH3:23])[CH3:24].[Na+:34].[P:25]([Cl:26])([Cl:27])([Cl:28])=[O:29].[cH:35]1[cH:36][cH:37][n:38][cH:39][cH:40]1>>[CH3:1][C:2]([C:3]#[C:4][CH:5]=[CH:6][CH2:7][N:8]([CH3:9])[CH2:10][c:11]1[cH:12][c:13]([C:17](=[CH2:18])[CH:19]([CH3:20])[CH3:21])[cH:14][cH:15][cH:16]1)([CH3:23])[CH3:24]. Reactants: ClC1=CC=NC=C1 (4-chloropyridine), C(CO)O (ethylene glycol), [OH-].[Na+] (sodium hydroxide), CS(=O)C (DMSO). Run at temperature 100 celsius. Product: OCCCOC1=CC=NC=C1 (4-(3-hydroxypropoxy)pyridine). Yield: 45.0%. RXN SMILES: Cl[C:2]1[CH:7]=[CH:6][N:5]=[CH:4][CH:3]=1.[CH2:8]([OH:11])[CH2:9]O.[OH-:12].[Na+].[CH3:14]S(C)=O>>[OH:12][CH2:14][CH2:9][CH2:8][O:11][C:2]1[CH:7]=[CH:6][N:5]=[CH:4][CH:3]=1 |f:2.3|. Reported procedure: A mixture of 4-chloropyridine (7 g, 47 mmol), ethylene glycol (17.9 g, 235 mmol) and sodium hydroxide (4.67 g, 195 mmol) in DMSO (80 ml) was heated at 100° C. for 24 hours. Most of the solvent was removed by evaporation and the residue was diluted with ice water. The aqueous mixture was extracted with ethyl acetate, the extracts combined, dried (MgSO4) and the solvent removed by evaporation. The residue was purified by column chromatography eluting with methylene chloride/methanol mixtures (100/... The reactants are CC(C)(C)OC(=O)N1CCCCC1C(=O)O (Boc-Pip-OH), [Br]C1=CC=C(C(C)=O)C=C1 (1-acetyl-4-bromobenzene). Reagents/catalysts: [Cs+].[Cs+].[O-]C([O-])=O (CsCO3), CC(C)(C)C1=CC(=NC=C1)C2=NC=CC(=C2)C(C)(C)C (4,4-di-tert-butyl-2,2-bipyridyl), COCCOC.Cl[Ni]Cl (NiCl2-glyme), CC(C)(C)C1=CC2=N(->[Ir+]34(<-N5=CC(C(F)(F)F)=CC=C5C5=C(F)C=C(F)C=C53)(<-N3=CC(C(F)(F)F)=CC=C3C3=C(F)C=C(F)C=C34)<-N3=C2C=C(C(C)(C)C)C=C3)C=C1.F[P-](F)(F)(F)(F)F (Ir[dF(CF3)ppy]2(dtbbpy)PF6). Solvent: CN(C)C=O (DMF). Conditions: temperature 23 celsius, time 72 hour. The product is CC(=O)C1=CC=C(C2CCCCN2C(=O)OC(C)(C)C)C=C1. Isolated yield 82.0%. Procedure details: Prior to irradiation, the reaction mixture was degassed by bubbling argon for 20 minutes Starting materials: C(=O)(C(=O)Cl)Cl ((COCl)2), C(C)(C)(C)[Si](OC=1C=C(C[C@]2([C@@H](CCCC2)O)O)C=CC1)(C1=CC=CC=C1)C1=CC=CC=C1 ((1R,2R)-1-[3-(tertbutyldiphenylsilyloxy)benzyl]-1,2-dihydroxycyclohexane), CS(=O)C (DMSO), N1C=NC=C1 (imidazole). Solvent: C(C)N(CC)CC (triethylamine), C(Cl)Cl (CH2Cl2), CN(C)C=O (DMF), C(Cl)Cl (CH2Cl2). Run at time 10 minute. Yields the product C(C)(C)(C)[Si](OC=1C=C(C[C@]2(C(CCCC2)=O)O[Si](C)(C)C)C=CC1)(C1=CC=CC=C1)C1=CC=CC=C1 ((R)-1-[3-(tertbutyldiphenylsilyloxy)benzyl]-1-trimethylsilyoxy-2-cyclohexanone). Yield: 16.6%. Reaction SMILES: C(Cl)(C(Cl)=O)=O.CS(C)=O.[C:11]([Si:15]([C:38]1[CH:43]=[CH:42][CH:41]=[CH:40][CH:39]=1)([C:32]1[CH:37]=[CH:36][CH:35]=[CH:34][CH:33]=1)[O:16][C:17]1[CH:18]=[C:19]([CH:29]=[CH:30][CH:31]=1)[CH2:20][C@:21]1([OH:28])[CH2:26][CH2:25][CH2:24][CH2:23][C@H:22]1[OH:27])([CH3:14])([CH3:13])[CH3:12].N1C=CN=C1>C(Cl)Cl.CN(C=O)C.C(N(CC)CC)C>[C:11]([Si:15]([C:38]1[CH:43]=[CH:42][CH:41]=[CH:40][CH:39]=1)([C:32]1[CH:33]=[CH:34][CH:35]=[CH:36][CH:37]=1)[O:16][C:17]1[CH:18]=[C:19]([CH:29]=[CH:30][CH:31]=1)[CH2:20][C@:21]1([O:28][Si:15]([CH3:38])([CH3:32])[CH3:11])[CH2:26][CH2:25][CH2:24][CH2:23][C:22]1=[O:27])([CH3:14])([CH3:12])[CH3:13]. Procedure: To a solution of (COCl)2 (3.4 ml) in CH2Cl2 (100 ml) was dropwise added DMSO (3.7 ml) at −78° C. After 10minutes, a solution of (1R,2R)-1-[3-(tertbutyldiphenylsilyloxy)benzyl]-1,2-dihydroxycyclohexane (12 g) in CH2Cl2(50 ml) was added to the above mixture at the same temperature. After 10 minutes, the mixture was added with triethylamine (15 ml) and allowed to stand at room temperature. After evaporating the solvent, the residue was partitioned between EtOAc and water. The organic layer was wash... The yield is 11.3%. Starting materials: C(=O)(O)C1=CC=2C=CC3=CC=CC=C3C2C=C1 (2-Carboxyphenanthrene), N1C(C(NCC1)C(=O)O)C(=O)O (Piperazine-2,3-dicarboxylic acid), [OH-].[Na+] (sodium hydroxide), S(=O)(Cl)Cl (thionyl chloride), acid chloride, Cl (HCl). As a reaction SMILES: [C:1]([C:4]1[CH:17]=[CH:16][C:15]2[C:14]3[C:9](=[CH:10][CH:11]=[CH:12][CH:13]=3)[CH:8]=[CH:7][C:6]=2[CH:5]=1)(O)=[O:2].S(Cl)(Cl)=O.[NH:22]1[CH2:27][CH2:26][NH:25][CH:24]([C:28]([OH:30])=[O:29])[CH:23]1[C:31]([OH:33])=[O:32].[OH-].[Na+].Cl>C1C=CC=CC=1.O1CCOCC1>[CH:5]1[C:6]2[CH:7]=[CH:8][C:9]3[C:14](=[CH:13][CH:12]=[CH:11][CH:10]=3)[C:15]=2[CH:16]=[CH:17][C:4]=1[C:1]([N:22]1[CH2:27][CH2:26][NH:25][C@H:24]([C:28]([OH:30])=[O:29])[C@@H:23]1[C:31]([OH:33])=[O:32])=[O:2] |f:3.4|. Run at temperature 0 celsius, time 2.5 hour. Yields the product C1=C(C=CC=2C3=CC=CC=C3C=CC12)C(=O)N1[C@H]([C@H](NCC1)C(=O)O)C(=O)O ((±)-cis-1-(Phenanthrene-2-ylcarbonyl)Piperazine-2,3-Dicarboxylic Acid). Solvent: C1=CC=CC=C1 (benzene), O1CCOCC1 (dioxane), O1CCOCC1 (dioxane). Procedure: 2-Carboxyphenanthrene (2 g, 0.009 mol) was suspended in dry benzene (50 ml) and heated under reflux in the presence of thionyl chloride (5 ml) for 5 hr. The solvent was removed and the corresponding acid chloride was used without further purification. Piperazine-2,3-dicarboxylic acid (0.508 g, 0.003 mol) was dissolved in a 0.991 M aqueous sodium hydroxide solution (9.4 ml, 0.009 mol), dioxane (10 ml) was added and the solution was cooled to 0° C. A solution of the acid chloride (0.84 g, 0.0035 m...